This data is from the Open Reaction Database (ORD), a public repository of structured organic reaction records. The task is: describe an organic reaction: reactants, conditions, products, and yield The reactants are NC[C@H](C)O ((S)-1-amino-2-propanol), O=CCC1C(C2=CC(=CC=C2C1)Cl)=O ((RS)-2-(2-oxoethyl)-6-chloro-1-indanone), O (water). The reagents and catalysts are C1(=CC=C(C=C1)S(=O)(=O)O)C (p-toluenesulfonic acid). The solvent is C1(=CC=CC=C1)C (toluene), C1(=CC=CC=C1)C (toluene). Conditions: time 30 minute. The product is ClC1=CC=C2CC3=C(N(C=C3)C[C@H](C)O)C2=C1 ((S)-1-(7-chloro-1,4-dihydro-indeno[1,2-b]pyrrol-1-yl)-propan-2-ol). The yield is 52.6%. RXN SMILES: O=[CH:2][CH2:3][CH:4]1[CH2:12][C:11]2[C:6](=[CH:7][C:8]([Cl:13])=[CH:9][CH:10]=2)[C:5]1=O.O.[NH2:16][CH2:17][C@@H:18]([OH:20])[CH3:19]>C1(C)C=CC=CC=1.C1(C)C=CC(S(O)(=O)=O)=CC=1>[Cl:13][C:8]1[CH:7]=[C:6]2[C:11]([CH2:12][C:4]3[CH:3]=[CH:2][N:16]([CH2:17][C@@H:18]([OH:20])[CH3:19])[C:5]=32)=[CH:10][CH:9]=1. Reported procedure: A solution of 2.5 g of (RS)-2-(2-oxoethyl)-6-chloro-1-indanone and 100 mg of p-toluenesulfonic acid in 120 ml in anhydrous toluene was heated on a water separator. A solution of 3.6 g of (S)-1-amino-2-propanol in 20 ml of anhydrous toluene was added dropwise to the boiling solution over a period of 5 minutes. Subsequently, the mixture was boiled for 30 minutes, during which the solvent was reduced to a volume of 20 ml. The cooled reaction mixture was purified by column chromatography on silica g... Starting materials: C=CC1=CC=CC=C1 (styrene), NC(=O)N (urea), C([O-])(O)=O.[Na+] (sodium bicarbonate), OO (hydrogen peroxide). The reagents and catalysts are S(=O)(=O)([O-])[O-].[Mn+2] (manganese sulphate). Solvent: O (water). Reaction conditions: time 10 hour. Yields the product C1C(C2=CC=CC=C2)O1 (styrene oxide). RXN SMILES: [CH2:1]=[CH:2][C:3]1[CH:8]=[CH:7][CH:6]=[CH:5][CH:4]=1.NC(N)=[O:11].C(=O)(O)[O-].[Na+].OO>O.S([O-])([O-])(=O)=O.[Mn+2]>[CH2:1]1[O:11][CH:2]1[C:3]1[CH:8]=[CH:7][CH:6]=[CH:5][CH:4]=1 |f:2.3,6.7|. Procedure: To a mechanically stirred solution of styrene (1.0 mol), urea (40.8 mol), sodium bicarbonate (0.6 mol) and manganese sulphate (0.001 mol) in 500 ml of water at 0° C. is added 50% aqueous hydrogen peroxide (2.2 mol) drop-wise over a period of 3 hours. The reaction was allowed to stir for 10 hours. After 10 hours a separating funnel separated the organic layer of the reaction mixture. The aqueous layer was extracted with 4×20 mL diethyl ether. The combined organic layer was distilled to yield styr... Reactants: Cl.Cl.NCCN1C=CC=2N=CN=C(C21)NC2=CC(=C(C=C2)OC2=CC(=CC=C2)C(F)(F)F)Cl (5-(2-aminoethyl)-N-{3-chloro-4-[3-(trifluoromethyl)phenoxy]phenyl}-5H-pyrrolo[3,2-d]pyrimidin-4-amine dihydrochloride), OC(CC(=O)O)(C)C (3-hydroxy-3-methylbutyric acid), Cl.C(C)N=C=NCCCN(C)C (1-ethyl-3-(3-dimethylaminopropyl)carbodiimide hydrochloride), O.ON1N=NC2=C1C=CC=C2 (1-hydroxybenzotriazole monohydrate). The solvent is O (Water), CN(C=O)C (N,N-dimethylformamide), C(C)N(CC)CC (triethylamine). Reaction conditions: time 5 day. The product is ClC=1C=C(C=CC1OC1=CC(=CC=C1)C(F)(F)F)NC=1C2=C(N=CN1)C=CN2CCNC(CC(C)(C)O)=O (N-{2-[4-({3-chloro-4-[3-(trifluoromethyl)phenoxy]phenyl}amino)-5H-pyrrolo[3,2-d]pyrimidin-5-yl]ethyl}-3-hydroxy-3-methylbutanamide). The yield is 77.3%. RXN SMILES: Cl.Cl.[NH2:3][CH2:4][CH2:5][N:6]1[C:14]2[C:13]([NH:15][C:16]3[CH:21]=[CH:20][C:19]([O:22][C:23]4[CH:28]=[CH:27][CH:26]=[C:25]([C:29]([F:32])([F:31])[F:30])[CH:24]=4)=[C:18]([Cl:33])[CH:17]=3)=[N:12][CH:11]=[N:10][C:9]=2[CH:8]=[CH:7]1.[OH:34][C:35]([CH3:41])([CH3:40])[CH2:36][C:37](O)=[O:38].Cl.C(N=C=NCCCN(C)C)C.O.ON1C2C=CC=CC=2N=N1>O.CN(C)C=O.C(N(CC)CC)C>[Cl:33][C:18]1[CH:17]=[C:16]([NH:15][C:13]2[C:14]3[N:6]([CH2:5][CH2:4][NH:3][C:37](=[O:38])[CH2:36][C:35]([OH:34])([CH3:41])[CH3:40])[CH:7]=[CH:8][C:9]=3[N:10]=[CH:11][N:12]=2)[CH:21]=[CH:20][C:19]=1[O:22][C:23]1[CH:28]=[CH:27][CH:26]=[C:25]([C:29]([F:32])([F:31])[F:30])[CH:24]=1 |f:0.1.2,4.5,6.7|. Procedure: A mixture of 5-(2-aminoethyl)-N-{3-chloro-4-[3-(trifluoromethyl)phenoxy]phenyl}-5H-pyrrolo[3,2-d]pyrimidin-4-amine dihydrochloride (150 mg), 3-hydroxy-3-methylbutyric acid (68 mg), 1-ethyl-3-(3-dimethylaminopropyl)carbodiimide hydrochloride (166 mg), 1-hydroxybenzotriazole monohydrate (133 mg), triethylamine (0.40 mL) and N,N-dimethylformamide (5.0 mL) was stirred at room temperature for 5 days. Water was added to the reaction system and the mixture was extracted with ethyl acetate. The organic ... Reactants: Cl (hydrochloric acid), COC(=O)C=1C(=CC=CC1)CBr (methyl-α-bromotoluate), C1N2CN3CN1CN(C2)C3 (hexamethylenetetraamine), C(C)(=O)O (acetic acid). Run in O (water). Reaction conditions: time 2 hour. Yields the product C(=O)(OC)C1=CC=C(C=O)C=C1 (p-carbomethoxybenzaldehyde). The yield is 71.0%. RXN SMILES: [CH3:1][O:2][C:3]([C:5]1[C:6](CBr)=[CH:7][CH:8]=[CH:9][CH:10]=1)=[O:4].C1N2CN3CN(C2)CN1C3.[C:23](O)(=[O:25])C.Cl>O>[C:3]([C:5]1[CH:10]=[CH:9][C:8]([CH:23]=[O:25])=[CH:7][CH:6]=1)([O:2][CH3:1])=[O:4]. Procedure details: A mixture of 68.7 g (0.3 mole) of methyl-α-bromotoluate, 84 g (0.6 mole) of hexamethylenetetraamine, 150 ml of acetic acid and 150 ml of water were refluxed with stirring for two hr. Ninety ml of concentrated hydrochloric acid was then added and kept at room temperature for 15 min. The cooled solution was extracted with ether, washed with water, 10% NaHCO3 solution, water and dried. Evaporation of the solvent and recrystallization of the residue from petroleum ether gave 35 g of p-carbomethoxybe... Reactants: ice water, OC1COCC1 (3-hydroxytetrahydrofuran), N1=CC=CC=C1 (pyridine), CC1=CC=C(C=C1)S(=O)(=O)Cl (4-methylphenylsulfonyl chloride). Run at time 60 hour. Product: CC1=CC=C(C=C1)S(=O)(=O)OC1COCC1 (3-tetrahydrofuranyl 4-methylphenylsulfonate). Isolated yield 80.3%. RXN SMILES: [OH:1][CH:2]1[CH2:6][CH2:5][O:4][CH2:3]1.N1C=CC=CC=1.[CH3:13][C:14]1[CH:19]=[CH:18][C:17]([S:20](Cl)(=[O:22])=[O:21])=[CH:16][CH:15]=1>>[CH3:13][C:14]1[CH:19]=[CH:18][C:17]([S:20]([O:1][CH:2]2[CH2:6][CH2:5][O:4][CH2:3]2)(=[O:22])=[O:21])=[CH:16][CH:15]=1. Procedure details: A stirred solution of 10.0 g (0.11 mole) of 3-hydroxytetrahydrofuran in 36.0 g (0.46 mole) of pyridine was cooled in an ice bath and 22.0 g (0.12 mole) of 4-methylphenylsulfonyl chloride was added. Upon complete addition, the reaction mixture was stirred at ambient temperature for 60 hours. The reaction mixture was poured into ice-water, and the mixture extracted with diethyl ether. The combined ether extracts were washed several times with water. The organic layer was dried with magnesium sulfa... The reactants are ClCC1=C(C=C(C=C1)Cl)Cl (1-(chloromethyl)-2,4-dichlorobenzene), 46.5, ClCC1OC1 (2-(chloromethyl)oxirane), [Mg] (magnesium), 1,1-oxybisethane, 120, Cl (hydrochloric acid). Solvent: O(CC)CC (1,1'-oxybisethane). Reaction conditions: time 8 hour. The product is ClC1=C(C=CC(=C1)Cl)CCC(O)CCl (2,4-dichloro-α-(chloromethyl)benzenepropanol). Reaction SMILES: Cl[CH2:2][C:3]1[CH:8]=[CH:7][C:6]([Cl:9])=[CH:5][C:4]=1[Cl:10].[Mg].[Cl:12][CH2:13][CH:14]1[CH2:16][O:15]1.Cl>O(CC)CC>[Cl:10][C:4]1[CH:5]=[C:6]([Cl:9])[CH:7]=[CH:8][C:3]=1[CH2:2][CH2:16][CH:14]([CH2:13][Cl:12])[OH:15]. Reported procedure: To a stirred and refluxing Grignard-complex, previously prepared starting from 98 parts of 1-(chloromethyl)-2,4-dichlorobenzene and 14 parts of magnesium in 70 parts of 1,1-oxybisethane, is added dropwise a solution of 46.5 parts of 2-(chloromethyl)oxirane in 350 parts of 1,1'-oxybisethane. Upon completion, stirring at reflux temperature is continued overnight. The reaction mixture is cooled in an ice-bath and decomposed by dropwise addition of 120 parts of a concentrated hydrochloric acid solut...